From a dataset of the Open Reaction Database (ORD), a public repository of structured organic reaction records. describe an organic reaction: reactants, conditions, products, and yield Starting materials: [H-].[Na+] (sodium hydride), ice water, [Si](C1=CC=CC=C1)(C1=CC=CC=C1)(C(C)(C)C)OCCO (2-(t-butyldiphenysilyoxy)ethanol), ClC=1C=CC=2N(N1)N=CN2 (6-chloro[1,2,4]triazolo[1,5-b]pyridazine). The solvent is CN(C=O)C (N,N-dimethylformamide). Conditions: time 1 hour. Yields the product OCCOC=1C=CC=2N(N1)N=CN2 (6-(2-Hydroxyethoxy)[1,2,4]triazolo[1,5-b]pyridazine). Yield: 38.1%. RXN SMILES: [H-].[Na+].[Si]([O:20][CH2:21][CH2:22][OH:23])(C(C)(C)C)(C1C=CC=CC=1)C1C=CC=CC=1.Cl[C:25]1[CH:26]=[CH:27][C:28]2[N:29]([N:31]=[CH:32][N:33]=2)[N:30]=1>CN(C)C=O>[OH:23][CH2:22][CH2:21][O:20][C:25]1[CH:26]=[CH:27][C:28]2[N:29]([N:31]=[CH:32][N:33]=2)[N:30]=1 |f:0.1|. Reported procedure: 60% Oily sodium hydride (510 mg) was suspended in N,N-dimethylformamide (70 ml), followed by addition of 2-(t-butyldiphenysilyoxy)ethanol (3.83 g). The mixture was stirred at room temperature for 1 hour, followed by addition of 6-chloro[1,2,4]triazolo[1,5-b]pyridazine (1.98 g). The mixture was stirred at room temperature for 5 hours and poured into ice-water, followed by extraction with ethylether. The extract was washed with an aqueous sodium chloride solution, dried over magnesium sulfate and ...